describe an organic reaction: reactants, conditions, products, and yield From a dataset of the Open Reaction Database (ORD), a public repository of structured organic reaction records. The reactants are FC1=CC=C(C=C1)N(CC1=CC=C(C=C1)NC(=O)[C@H]1NCCC1)CC1=CC=C(C=C1)NC(=O)[C@H]1N(CCC1)C(=O)OC(C)(C)C ((S)-tert-butyl 2-(4-(((4-fluorophenyl)(4-((S)-pyrrolidine-2-carboxamido)benzyl)amino)methyl)phenylcarbamoyl)pyrrolidine-1-carboxylate), C1(=CC=CC=C1)[C@H](C(=O)O)N1CCCCC1 ((R)-2-phenyl-2-(piperidin-1-yl)acetic acid). The product is FC1=CC=C(C=C1)N(CC1=CC=C(C=C1)NC(=O)[C@H]1N(CCC1)C([C@H](N1CCCCC1)C1=CC=CC=C1)=O)CC1=CC=C(C=C1)NC(=O)[C@H]1N(CCC1)C(=O)OC(C)(C)C ((S)-tert-butyl 2-(4-(((4-fluorophenyl)(4-((S)-1-((R)-2-phenyl-2-(piperidin-1-yl)acetyl)pyrrolidine-2-carboxamido)benzyl)amino)methyl)phenylcarbamoyl)pyrrolidine-1-carboxylate). The yield is 58.3%. As a reaction SMILES: [F:1][C:2]1[CH:7]=[CH:6][C:5]([N:8]([CH2:24][C:25]2[CH:30]=[CH:29][C:28]([NH:31][C:32]([C@@H:34]3[CH2:38][CH2:37][CH2:36][N:35]3[C:39]([O:41][C:42]([CH3:45])([CH3:44])[CH3:43])=[O:40])=[O:33])=[CH:27][CH:26]=2)[CH2:9][C:10]2[CH:15]=[CH:14][C:13]([NH:16][C:17]([C@@H:19]3[CH2:23][CH2:22][CH2:21][NH:20]3)=[O:18])=[CH:12][CH:11]=2)=[CH:4][CH:3]=1.[C:46]1([C@@H:52]([N:56]2[CH2:61][CH2:60][CH2:59][CH2:58][CH2:57]2)[C:53](O)=[O:54])[CH:51]=[CH:50][CH:49]=[CH:48][CH:47]=1>>[F:1][C:2]1[CH:3]=[CH:4][C:5]([N:8]([CH2:24][C:25]2[CH:30]=[CH:29][C:28]([NH:31][C:32]([C@@H:34]3[CH2:38][CH2:37][CH2:36][N:35]3[C:39]([O:41][C:42]([CH3:45])([CH3:44])[CH3:43])=[O:40])=[O:33])=[CH:27][CH:26]=2)[CH2:9][C:10]2[CH:15]=[CH:14][C:13]([NH:16][C:17]([C@@H:19]3[CH2:23][CH2:22][CH2:21][N:20]3[C:53](=[O:54])[C@@H:52]([C:46]3[CH:51]=[CH:50][CH:49]=[CH:48][CH:47]=3)[N:56]3[CH2:57][CH2:58][CH2:59][CH2:60][CH2:61]3)=[O:18])=[CH:12][CH:11]=2)=[CH:6][CH:7]=1. Procedure details: The product from Example 114A (0.26 g, 0.42 mmol) and (R)-2-phenyl-2-(piperidin-1-yl)acetic acid (0.12 g, 0.55 mmol) was processed as in Example 81A to give 0.20 g (58%) of the title compound as a white solid. The reactants are P(Cl)(Cl)Cl (PCl3), S1C(=CC=C1)CC(=O)NC1[C@@H]2N(C(=C([C@H](S2=O)C)CSC2=NN=NN2C)C(=O)OC(C2=CC=CC=C2)C2=CC=CC=C2)C1=O (diphenylmethyl 7-(2-thienylacetamido)-2α-methyl-3-(1-methyl-1H-tetrazol-5-yl)thiomethylceph-3-em-4-carboxylate 1-oxide), CCOC(=O)C (AcOEt), C(=O)(O)[O-].[Na+] (NaHCO3). Run in CN(C)C=O (DMF). Run at time 15 minute. The product is S1C(=CC=C1)CC(=O)NC1[C@@H]2N(C(=C([C@H](S2)C)CSC2=NN=NN2C)C(=O)OC(C2=CC=CC=C2)C2=CC=CC=C2)C1=O (diphenylmethyl 7-(2-thienylacetamido)-2α-methyl-3-(1-methyl-1H-tetrazol-5-yl)thiomethylceph-3-em-4-carboxylate). The yield is 70.8%. As a reaction SMILES: P(Cl)(Cl)Cl.[S:5]1[CH:9]=[CH:8][CH:7]=[C:6]1[CH2:10][C:11]([NH:13][CH:14]1[C:47](=[O:48])[N:16]2[C:17]([C:31]([O:33][CH:34]([C:41]3[CH:46]=[CH:45][CH:44]=[CH:43][CH:42]=3)[C:35]3[CH:40]=[CH:39][CH:38]=[CH:37][CH:36]=3)=[O:32])=[C:18]([CH2:23][S:24][C:25]3[N:29]([CH3:30])[N:28]=[N:27][N:26]=3)[C@@H:19]([CH3:22])[S:20](=O)[C@H:15]12)=[O:12].CCOC(C)=O.C([O-])(O)=O.[Na+]>CN(C=O)C>[S:5]1[CH:9]=[CH:8][CH:7]=[C:6]1[CH2:10][C:11]([NH:13][CH:14]1[C:47](=[O:48])[N:16]2[C:17]([C:31]([O:33][CH:34]([C:41]3[CH:42]=[CH:43][CH:44]=[CH:45][CH:46]=3)[C:35]3[CH:36]=[CH:37][CH:38]=[CH:39][CH:40]=3)=[O:32])=[C:18]([CH2:23][S:24][C:25]3[N:29]([CH3:30])[N:28]=[N:27][N:26]=3)[C@@H:19]([CH3:22])[S:20][C@H:15]12)=[O:12] |f:3.4|. Reported procedure: A 0.38 ml portion of PCl3 was added to a solution of 326 mg of diphenylmethyl 7-(2-thienylacetamido)-2α-methyl-3-(1-methyl-1H-tetrazol-5-yl)thiomethylceph-3-em-4-carboxylate 1-oxide in 5 ml of DMF at -10° C., followed by stirring at the same temperature for 15 minutes. AcOEt and 5% aqueous NaHCO3 solution were added to the reaction solution to separate out the AcOEt layer. The AcOEt layer was washed with saturated aqueous NaCl solution and dried over Na2SO4, followed by distilling off the AcOEt ... The reactants are CC(C)CCBr, CCOC(=O)CSc1ccc(O)cc1, CC(C)=O, [K+], [K+], O=C([O-])[O-]. The product is CCOC(=O)CSc1ccc(OCCC(C)C)cc1. As a reaction SMILES: [Br:21][CH2:22][CH2:23][CH:24]([CH3:25])[CH3:26].[CH2:1]([CH3:2])[O:3][C:4]([CH2:5][S:6][c:7]1[cH:8][cH:9][c:10]([OH:13])[cH:11][cH:12]1)=[O:14].[CH3:27][C:28](=[O:29])[CH3:30].[K+:15].[K+:16].[O-:17][C:18]([O-:19])=[O:20]>>[CH2:1]([CH3:2])[O:3][C:4]([CH2:5][S:6][c:7]1[cH:8][cH:9][c:10]([O:13][CH2:22][CH2:23][CH:24]([CH3:25])[CH3:26])[cH:11][cH:12]1)=[O:14]. The reactants are IC=1C=C(C=CC1)O (3-iodophenol), C1(CCCCC1)P(C1=C(C=CC=C1)C1=C(C=C(C=C1C(C)C)C(C)C)C(C)C)C1CCCCC1 (2-dicyclohexylphosphino-2′,4′,6′-triisopropylbiphenyl), C1(CCCCC1)P(C1=C(C=CC=C1)C1=C(C=C(C=C1C(C)C)C(C)C)C(C)C)C1CCCCC1 (2-Dicyclohexylphosphino-2′,4′,6′-triisopropylbiphenyl), NC1=C(C(=O)OC(C)(C)C)C=CC(=C1)C1=CC(=CC=C1)OC(=O)OC(C)(C)C (tert-butyl 2-amino-4-(3-(tert-butoxycarbonyloxy)phenyl)benzoate), C([O-])([O-])=O.[Cs+].[Cs+] (cesium carbonate), C(CC(O)(C(=O)O)CC(=O)O)(=O)O (citric acid). The reagents and catalysts are C=1C=CC(=CC1)/C=C/C(=O)/C=C/C2=CC=CC=C2.C=1C=CC(=CC1)/C=C/C(=O)/C=C/C2=CC=CC=C2.C=1C=CC(=CC1)/C=C/C(=O)/C=C/C2=CC=CC=C2.[Pd].[Pd] (tris(dibenzylideneacetone)dipalladium(0)), C(C)(=O)[O-].[Pd+2].C(C)(=O)[O-] (palladium acetate), C=1C=CC(=CC1)/C=C/C(=O)/C=C/C2=CC=CC=C2.C=1C=CC(=CC1)/C=C/C(=O)/C=C/C2=CC=CC=C2.C=1C=CC(=CC1)/C=C/C(=O)/C=C/C2=CC=CC=C2.[Pd].[Pd] (tris(dibenzylideneacetone)dipalladium(0)), C(C)(=O)[O-].[Pd+2].C(C)(=O)[O-] (palladium acetate). The solvent is C1(=CC=CC=C1)C (toluene), C(C)(=O)OCC (ethyl acetate). Run at temperature 110 celsius, time 24 hour. The product is C(C)(C)(C)OC(=O)OC=1C=C(C=CC1)C1=CC(=C(C(=O)OC(C)(C)C)C=C1)NC1=CC(=CC=C1)O (tert-butyl 4-(3-(tert-butoxycarbonyl)oxyphenyl)-2-((3-hydroxyphenyl)amino)benzoate). As a reaction SMILES: [NH2:1][C:2]1[CH:14]=[C:13]([C:15]2[CH:20]=[CH:19][CH:18]=[C:17]([O:21][C:22]([O:24][C:25]([CH3:28])([CH3:27])[CH3:26])=[O:23])[CH:16]=2)[CH:12]=[CH:11][C:3]=1[C:4]([O:6][C:7]([CH3:10])([CH3:9])[CH3:8])=[O:5].C(=O)([O-])[O-].[Cs+].[Cs+].I[C:36]1[CH:37]=[C:38]([OH:42])[CH:39]=[CH:40][CH:41]=1.C1(P(C2CCCCC2)C2C=CC=CC=2C2C(C(C)C)=CC(C(C)C)=CC=2C(C)C)CCCCC1.C(O)(=O)CC(CC(O)=O)(C(O)=O)O>C1C=CC(/C=C/C(/C=C/C2C=CC=CC=2)=O)=CC=1.C1C=CC(/C=C/C(/C=C/C2C=CC=CC=2)=O)=CC=1.C1C=CC(/C=C/C(/C=C/C2C=CC=CC=2)=O)=CC=1.[Pd].[Pd].C([O-])(=O)C.[Pd+2].C([O-])(=O)C.C(OCC)(=O)C.C1(C)C=CC=CC=1>[C:25]([O:24][C:22]([O:21][C:17]1[CH:16]=[C:15]([C:13]2[CH:12]=[CH:11][C:3]([C:4]([O:6][C:7]([CH3:10])([CH3:9])[CH3:8])=[O:5])=[C:2]([NH:1][C:36]3[CH:41]=[CH:40][CH:39]=[C:38]([OH:42])[CH:37]=3)[CH:14]=2)[CH:20]=[CH:19][CH:18]=1)=[O:23])([CH3:28])([CH3:27])[CH3:26] |f:1.2.3,7.8.9.10.11,12.13.14|. Procedure details: To toluene 3.0 mL suspension of tert-butyl 2-amino-4-(3-(tert-butoxycarbonyloxy)phenyl)benzoate 0.12 g and cesium carbonate 0.25 g were added 3-iodophenol 0.14 g, 2-dicyclohexylphosphino-2′,4′,6′-triisopropylbiphenyl 7.4 mg, tris(dibenzylideneacetone)dipalladium(0) 2.9 mg and palladium acetate 1.4 mg at room temperature, and it was stirred at 110° C. for 24 hours. 2-Dicyclohexylphosphino-2′,4′,6′-triisopropylbiphenyl 7.4 mg, tris(dibenzylideneacetone)dipalladium(0) 2.9 mg and palladium acetate 1... The reactants are C(C)(C)(C)[Si](OC=1C=CC2=C(C=3CCSC4=C(C3N2CC2=CC=C(C=C2)OCCN2CCCCC2)C=CC=C4)C1)(C)C (9-(tert-Butyl-dimethyl-silanyloxy)-12-[4-(2-piperidin-1-yl-ethoxy)-benzyl]-6,7-dihydro-12H-5-thia-12-aza-dibenzo[a,e]azulene). Solvent: CCCC[N+](CCCC)(CCCC)CCCC.[F-] (TBAF), C1CCOC1 (THF). Product: N1(CCCCC1)CCOC1=CC=C(CN2C3=C(C=4CCSC5=C(C24)C=CC=C5)C=C(C=C3)O)C=C1 (12-[4-(2-piperidin-1-yl-ethoxy)-benzyl]-6,7-dihydro-12H-5-thia-12-aza-dibenzo[a,e]azulen-9-ol). RXN SMILES: C([Si](C)(C)[O:6][C:7]1[CH:8]=[CH:9][C:10]2[N:19]([CH2:20][C:21]3[CH:26]=[CH:25][C:24]([O:27][CH2:28][CH2:29][N:30]4[CH2:35][CH2:34][CH2:33][CH2:32][CH2:31]4)=[CH:23][CH:22]=3)[C:18]3[C:17]4[CH:36]=[CH:37][CH:38]=[CH:39][C:16]=4[S:15][CH2:14][CH2:13][C:12]=3[C:11]=2[CH:40]=1)(C)(C)C>CCCC[N+](CCCC)(CCCC)CCCC.[F-].C1COCC1>[N:30]1([CH2:29][CH2:28][O:27][C:24]2[CH:25]=[CH:26][C:21]([CH2:20][N:19]3[C:18]4[C:17]5[CH:36]=[CH:37][CH:38]=[CH:39][C:16]=5[S:15][CH2:14][CH2:13][C:12]=4[C:11]4[CH:40]=[C:7]([OH:6])[CH:8]=[CH:9][C:10]3=4)=[CH:22][CH:23]=2)[CH2:31][CH2:32][CH2:33][CH2:34][CH2:35]1 |f:1.2|. Reported procedure: 9-(tert-Butyl-dimethyl-silanyloxy)-12-[4-(2-piperidin-1-yl-ethoxy)-benzyl]-6,7-dihydro-12H-5-thia-12-aza-dibenzo[a,e]azulene (130 mg, 0.222 mmol) in 5 mL 1.0 N TBAF in THF solution was stirred for 30 min at room temperature. The reaction was worked up by CH2Cl2 extraction three times from water. The combined organic layer was dried and concentrated and purified by column using 4:1 CH2Cl2 and methanol solution to yield the title compound as a brown solid. Reactants: C(C)N(C1=CC=CC=C1)CC (N,N-diethylaniline), OC1=NC(=NC(=C1)C)SCC(=O)N (2-(4-hydroxy-6-methyl-2-pyrimidinylthio)acetamide), P(=O)(Cl)(Cl)Cl (phosphorus oxychloride). Product: ClC1=NC(=NC(=C1)C)SCC#N ((4-Chloro-6-Methyl-2-Pyrimidinylthio)Acetonitrile). Reaction SMILES: C(N(CC)C1C=CC=CC=1)C.O[C:13]1[CH:18]=[C:17]([CH3:19])[N:16]=[C:15]([S:20][CH2:21][C:22]([NH2:24])=O)[N:14]=1.P(Cl)(Cl)([Cl:27])=O>>[Cl:27][C:13]1[CH:18]=[C:17]([CH3:19])[N:16]=[C:15]([S:20][CH2:21][C:22]#[N:24])[N:14]=1. Reported procedure: To a solution of 19.4 g. (0.13 mole) of N,N-diethylaniline in 250 ml of phosphorus oxychloride was added 25.8 g (0.13 mole) of 2-(4-hydroxy-6-methyl-2-pyrimidinylthio)acetamide, the mixture was heated under reflux for 1 hour. The phosphorus oxychloride was removed in a rotary evaporator and the residue was poured onto 1 liter of cracked ice. The precipitate which resulted was collected, dried, and recrystallized from heptane to give 13.0 g. of pure white product, m.p. 62°-65°.